This data is from the Open Reaction Database (ORD), a public repository of structured organic reaction records. The task is: describe an organic reaction: reactants, conditions, products, and yield Starting materials: CCC(CC)(c1ccc(C#CC(O)(C(F)(F)F)C(F)(F)F)c(C)c1)c1ccc(-c2cncc(CC(=O)OC)c2)c(C)c1, CO, [Cl-], [NH4+], [Na+], [OH-]. Product: CCC(CC)(c1ccc(C#CC(O)(C(F)(F)F)C(F)(F)F)c(C)c1)c1ccc(-c2cncc(CC(=O)O)c2)c(C)c1. As a reaction SMILES: [CH3:3][O:4][C:5]([CH2:6][c:7]1[cH:8][n:9][cH:10][c:11](-[c:13]2[c:14]([CH3:43])[cH:15][c:16]([C:19]([CH2:20][CH3:21])([c:22]3[cH:23][c:24]([CH3:40])[c:25]([C:28]#[C:29][C:30]([C:31]([F:32])([F:33])[F:34])([C:35]([F:36])([F:37])[F:38])[OH:39])[cH:26][cH:27]3)[CH2:41][CH3:42])[cH:17][cH:18]2)[cH:12]1)=[O:44].[CH3:47][OH:48].[Cl-:45].[NH4+:46].[Na+:2].[OH-:1]>>[O:4]=[C:5]([CH2:6][c:7]1[cH:8][n:9][cH:10][c:11](-[c:13]2[c:14]([CH3:43])[cH:15][c:16]([C:19]([CH2:20][CH3:21])([c:22]3[cH:23][c:24]([CH3:40])[c:25]([C:28]#[C:29][C:30]([C:31]([F:32])([F:33])[F:34])([C:35]([F:36])([F:37])[F:38])[OH:39])[cH:26][cH:27]3)[CH2:41][CH3:42])[cH:17][cH:18]2)[cH:12]1)[OH:44]. The reactants are BrC1=C(C=NC=C1)N(C(C1=CC(=CC(=C1)C(F)(F)F)C(F)(F)F)=O)C (N-(4-bromo-pyridin-3-yl)-N-methyl-3,5-bis-trifluoromethyl-benzamide), FC(C1=C(C=CC=C1)B(O)O)(F)F (2-trifluoromethylphenylboronic acid), solid. Yields the product CN(C(C1=CC(=CC(=C1)C(F)(F)F)C(F)(F)F)=O)C=1C=NC=CC1C1=C(C=CC=C1)C(F)(F)F (N-Methyl-3,5-bis-trifluoromethyl-N-[4-(2-trifluoromethyl-phenyl)-pyridin-3-yl]-benzamide). Reaction SMILES: Br[C:2]1[CH:7]=[CH:6][N:5]=[CH:4][C:3]=1[N:8]([CH3:25])[C:9](=[O:24])[C:10]1[CH:15]=[C:14]([C:16]([F:19])([F:18])[F:17])[CH:13]=[C:12]([C:20]([F:23])([F:22])[F:21])[CH:11]=1.[F:26][C:27]([F:38])([F:37])[C:28]1[CH:33]=[CH:32][CH:31]=[CH:30][C:29]=1B(O)O>>[CH3:25][N:8]([C:3]1[CH:4]=[N:5][CH:6]=[CH:7][C:2]=1[C:29]1[CH:30]=[CH:31][CH:32]=[CH:33][C:28]=1[C:27]([F:38])([F:37])[F:26])[C:9](=[O:24])[C:10]1[CH:15]=[C:14]([C:16]([F:19])([F:18])[F:17])[CH:13]=[C:12]([C:20]([F:23])([F:22])[F:21])[CH:11]=1. Reported procedure: The title compound was prepared in analogy to example 25, from N-(4-bromo-pyridin-3-yl)-N-methyl-3,5-bis-trifluoromethyl-benzamide (example 25, intermediate a) and 2-trifluoromethylphenylboronic acid (CAS RN 1423-27-4). Off-white solid (60%). MS (ESI): m/z=493.4 [M+H]+. The reactants are CCO, C=C(C)COc1ccc(Cl)cc1Cc1cccc(C(=O)OCC)n1, [Na+], [OH-]. The product is C=C(C)COc1ccc(Cl)cc1Cc1cccc(C(=O)O)n1. As a reaction SMILES: [CH3:25][CH2:26][OH:27].[Cl:1][c:2]1[cH:3][cH:4][c:5]([O:20][CH2:21][C:22](=[CH2:23])[CH3:24])[c:6]([CH2:8][c:9]2[cH:10][cH:11][cH:12][c:13]([C:15](=[O:16])[O:17][CH2:18][CH3:19])[n:14]2)[cH:7]1.[Na+:29].[OH-:28]>>[Cl:1][c:2]1[cH:3][cH:4][c:5]([O:20][CH2:21][C:22](=[CH2:23])[CH3:24])[c:6]([CH2:8][c:9]2[cH:10][cH:11][cH:12][c:13]([C:15](=[O:16])[OH:17])[n:14]2)[cH:7]1. Starting materials: BrCC(=C)C (3-bromo-2-methylpropene), BrC=1C=CC2=C(CCO2)C1 (5-bromo-2,3-dihydrobenzofuran), BrCCBr (1,2-dibromoethane), [Mg] (magnesium). The solvent is O1CCCC1 (tetrahydrofuran), O1CCCC1 (tetrahydrofuran). Run at temperature 30 celsius, time 8 hour. Yields the product CC(CC=1C=CC2=C(CCO2)C1)=C (5-(2-methylallyl)-2,3-dihydrobenzofuran). Yield: 99.0%. Reaction SMILES: Br[C:2]1[CH:3]=[CH:4][C:5]2[O:9][CH2:8][CH2:7][C:6]=2[CH:10]=1.BrCCBr.[Mg].Br[CH2:17][C:18]([CH3:20])=[CH2:19]>O1CCCC1>[CH3:19][C:18](=[CH2:17])[CH2:20][C:2]1[CH:3]=[CH:4][C:5]2[O:9][CH2:8][CH2:7][C:6]=2[CH:10]=1. Reported procedure: A solution of 5-bromo-2,3-dihydrobenzofuran (50 grams, 0.251 mole), and 1,2-dibromoethane (2.2 ml) in tetrahydrofuran (250 ml) was added dropwise to a stirred suspension of magnesium turnings (7.5 grams, 0.31 gram-atoms) in tetrahydrofuran (50 ml) over a period of 45 minutes. During the addition the reaction temperature was maintained at 30° C. The solution was cooled in an ice-bath and 3-bromo-2-methylpropene was added all at once. After stirring overnight, the reaction was quenched with cold 2... Reactants: ClC1=NC(=NC(=N1)NCC)NC(C)C (2-chloro-4-ethylamino-6-isopropylamino-1,3,5-triazine), CSC1=NC(=NC(=N1)NCC)NCC (2-methylthio-4,6-bis-ethylamino-1,3,5,-triazine). Product: ClC1=NC(=NC(=N1)NCC)NCC (2-chloro-4,6-bis-ethylamino-1,3,5-triazine). Reaction SMILES: [Cl:1][C:2]1[N:7]=[C:6]([NH:8][CH2:9][CH3:10])[N:5]=[C:4]([NH:11][CH:12](C)[CH3:13])[N:3]=1.CSC1N=C(NCC)N=C(NCC)N=1>>[Cl:1][C:2]1[N:3]=[C:4]([NH:11][CH2:12][CH3:13])[N:5]=[C:6]([NH:8][CH2:9][CH3:10])[N:7]=1. Procedure: 2-chloro-4-ethylamino-6-isopropylamino-1,3,5-triazine; 2-methylthio-4,6-bis-ethylamino-1,3,5,-triazine; etc. Reactants: COCN1c2cc(-c3c[nH]nc3[Si](C)(C)C)ccc2Sc2nccnc21, CCCC[N+](CCCC)(CCCC)CCCC, CCOC(C)=O, Cl, [F-], C1CCOC1. Yields the product COCN1c2cc(-c3cn[nH]c3)ccc2Sc2nccnc21. Reaction SMILES: [CH3:1][Si:2]([c:3]1[n:4][nH:5][cH:6][c:7]1-[c:8]1[cH:9][cH:10][c:11]2[c:12]([cH:24]1)[N:13]([CH2:21][O:22][CH3:23])[c:14]1[c:15]([n:17][cH:18][cH:19][n:20]1)[S:16]2)([CH3:25])[CH3:26].[CH3:28][CH2:29][CH2:30][CH2:31][N+:32]([CH2:33][CH2:34][CH2:35][CH3:36])([CH2:37][CH2:38][CH2:39][CH3:40])[CH2:41][CH2:42][CH2:43][CH3:44].[CH3:45][CH2:46][O:47][C:48](=[O:49])[CH3:50].[ClH:51].[F-:27].[O:52]1[CH2:53][CH2:54][CH2:55][CH2:56]1>>[cH:3]1[n:4][nH:5][cH:6][c:7]1-[c:8]1[cH:9][cH:10][c:11]2[c:12]([cH:24]1)[N:13]([CH2:21][O:22][CH3:23])[c:14]1[c:15]([n:17][cH:18][cH:19][n:20]1)[S:16]2. Reported procedure: 44 g (0.188 mol) 1-[1-(isopropylthio)ethyl]-2-nitrobenzene (VII-1) are dissolved in 250 ml ethanol, mixed with 3 g Raney nickel and hydrogenated in the autoclave for 6 hours at room temperature with 3 bar of hydrogen. After 6 hours another 3 g Raney nickel are added and hydrogenation is continued for another 16 hours at room temperature with 3 bar hydrogen. The catalyst is then removed by filtration and the solvent removed under vacuum. The crude product is purified by column chromatography (sil... The yield is 87.1%. As a reaction SMILES: [CH:1]([S:4][CH:5]([C:7]1[CH:12]=[CH:11][CH:10]=[CH:9][C:8]=1[N+:13]([O-])=O)[CH3:6])([CH3:3])[CH3:2].[H][H]>C(O)C.[Ni]>[CH:1]([S:4][CH:5]([C:7]1[CH:12]=[CH:11][CH:10]=[CH:9][C:8]=1[NH2:13])[CH3:6])([CH3:2])[CH3:3]. The product is C(C)(C)SC(C)C1=C(N)C=CC=C1 (2-[1-(isopropylthio)ethyl]aniline). Run in C(C)O (ethanol). Starting materials: [H][H] (hydrogen), [H][H] (hydrogen), C(C)(C)SC(C)C1=C(C=CC=C1)[N+](=O)[O-] (1-[1-(isopropylthio)ethyl]-2-nitrobenzene). Reagents/catalysts: [Ni] (Raney nickel), [Ni] (Raney nickel).